Dataset: the Open Reaction Database (ORD), a public repository of structured organic reaction records. Task: describe an organic reaction: reactants, conditions, products, and yield Reactants: COC1=CC=C(C=C1)[C@H](C)N ((S)-(−)-1-(4-methoxyphenyl)ethylamine), C1=CC=C(C=C1)OC(=NC#N)OC2=CC=CC=C2 (diphenyl N-cyanocarbonimidate). Run in C(C)(C)O (isopropanol). Run at time 2 hour. The product is C(#N)NC(OC1=CC=CC=C1)=N[C@@H](C)C1=CC=C(C=C1)OC ((S)-1-cyano-3-[1-(4-methoxyphenyl)ethyl]-2-phenyl isourea). Yield: 54.1%. RXN SMILES: [CH3:1][O:2][C:3]1[CH:8]=[CH:7][C:6]([C@@H:9]([NH2:11])[CH3:10])=[CH:5][CH:4]=1.[CH:12]1[CH:17]=[CH:16][C:15]([O:18][C:19](OC2C=CC=CC=2)=[N:20][C:21]#[N:22])=[CH:14][CH:13]=1>C(O)(C)C>[C:21]([NH:20][C:19](=[N:11][C@H:9]([C:6]1[CH:7]=[CH:8][C:3]([O:2][CH3:1])=[CH:4][CH:5]=1)[CH3:10])[O:18][C:15]1[CH:16]=[CH:17][CH:12]=[CH:13][CH:14]=1)#[N:22]. Procedure details: (S)-(−)-1-(4-methoxyphenyl)ethylamine (321 mg) was dissolved in isopropanol (6 ml). Thereafter, diphenyl N-cyanocarbonimidate (508 mg) was added to the solution, and the obtained mixture was stirred at a room temperature for 2 hours. The precipitated crystals were collected by filtration, and the collected crystals were then washed with isopropyl ether to obtain (S)-1-cyano-3-[1-(4-methoxyphenyl)ethyl]-2-phenyl isourea (339 mg).